From a dataset of the Open Reaction Database (ORD), a public repository of structured organic reaction records. describe an organic reaction: reactants, conditions, products, and yield As a reaction SMILES: [CH3:1][O:2][C:3]1[CH:8]=[CH:7][C:6](OCC#C)=[CH:5][C:4]=1[C:13]1[NH:14][C:15]2[CH:20]=[CH:19][N:18]=[CH:17][C:16]=2[N:21]=1.C([O-])(=O)/[CH:23]=[CH:24]/[C:25]([O-])=[O:26]>>[CH3:1][O:2][C:3]1[CH:8]=[C:7]([O:26][CH2:25][C:24]#[CH:23])[CH:6]=[CH:5][C:4]=1[C:13]1[NH:14][C:15]2[CH:20]=[CH:19][N:18]=[CH:17][C:16]=2[N:21]=1. Procedure details: 2-(2-Methoxy-5-propargyloxyphenyl)imidazo(4,5-c)pyridine, fumarate, m.p. 210°. Yields the product COC1=C(C=CC(=C1)OCC#C)C=1NC2=C(C=NC=C2)N1 (2-(2-Methoxy-4-propargyloxyphenyl)imidazo(4,5-c)pyridine). Reactants: COC1=C(C=C(C=C1)OCC#C)C=1NC2=C(C=NC=C2)N1 (2-(2-Methoxy-5-propargyloxyphenyl)imidazo(4,5-c)pyridine), C(\C=C\C(=O)[O-])(=O)[O-] (fumarate). Procedure: The compound was prepared by treating 5-(adamantan-1-yloxymethyl)-4-bromo-2-cyclohexyl-1,2-dihydro-pyrazol-3-one with sodium hydride and methyl iodide as outlined in Reaction Scheme 5. Product: C12(CC3CC(CC(C1)C3)C2)OCC2=C(C(N(N2C)C2CCCCC2)=O)Br (5-(Adamantan-1-yloxymethyl)-4bromo-2-cyclohexyl-1-methyl-1,2-dihydropyrazol-3-one). The reactants are C12(CC3CC(CC(C1)C3)C2)OCC2=C(C(N(N2)C2CCCCC2)=O)Br (5-(adamantan-1-yloxymethyl)-4-bromo-2-cyclohexyl-1,2-dihydro-pyrazol-3-one), [H-].[Na+] (sodium hydride), CI (methyl iodide). RXN SMILES: [C:1]12([O:11][CH2:12][C:13]3[NH:17][N:16]([CH:18]4[CH2:23][CH2:22][CH2:21][CH2:20][CH2:19]4)[C:15](=[O:24])[C:14]=3[Br:25])[CH2:10][CH:5]3[CH2:6][CH:7]([CH2:9][CH:3]([CH2:4]3)[CH2:2]1)[CH2:8]2.[H-].[Na+].[CH3:28]I>>[C:1]12([O:11][CH2:12][C:13]3[N:17]([CH3:28])[N:16]([CH:18]4[CH2:23][CH2:22][CH2:21][CH2:20][CH2:19]4)[C:15](=[O:24])[C:14]=3[Br:25])[CH2:8][CH:7]3[CH2:9][CH:3]([CH2:4][CH:5]([CH2:6]3)[CH2:10]1)[CH2:2]2 |f:1.2|. Starting materials: NCC1CN(Cc2ccc(Cl)c(Cl)c2)CCO1, O=C(O)Cc1csc(-c2cnccn2)n1. Yields the product O=C(Cc1csc(-c2cnccn2)n1)NCC1CN(Cc2ccc(Cl)c(Cl)c2)CCO1. As a reaction SMILES: [Cl:1][c:2]1[cH:3][c:4]([CH2:5][N:6]2[CH2:7][CH:8]([CH2:12][NH2:13])[O:9][CH2:10][CH2:11]2)[cH:14][cH:15][c:16]1[Cl:17].[n:18]1[c:19](-[c:24]2[s:25][cH:26][c:27]([CH2:29][C:30](=[O:31])[OH:32])[n:28]2)[cH:20][n:21][cH:22][cH:23]1>>[Cl:1][c:2]1[cH:3][c:4]([CH2:5][N:6]2[CH2:7][CH:8]([CH2:12][NH:13][C:30]([CH2:29][c:27]3[cH:26][s:25][c:24](-[c:19]4[n:18][cH:23][cH:22][n:21][cH:20]4)[n:28]3)=[O:31])[O:9][CH2:10][CH2:11]2)[cH:14][cH:15][c:16]1[Cl:17]. The reactants are COC=1C=C2C(=CC=NC2=CC1OC)OC1=CC=C(C=C1)N (6,7-Dimethoxy-4-(4-aminophenoxy)quinoline), C(O)([O-])=O.[Na+] (sodium hydrogen carbonate), C(C)(C)C1=C(N)C(=CC=C1)C(C)C (2,6-Diisopropylaniline), ClC(Cl)(OC(OC(Cl)(Cl)Cl)=O)Cl (triphosgene). Run in C1(=CC=CC=C1)C (toluene), C(C)N(CC)CC (triethylamine). Product: C(C)(C)C1=C(C(=CC=C1)C(C)C)NC(=O)NC1=CC=C(C=C1)OC1=CC=NC2=CC(=C(C=C12)OC)OC (N-(2,6-Diisopropylphenyl)-N'-{4-[(6,7-dimethoxy-4-quinolyl)oxy]phenyl}urea). The yield is 76.0%. RXN SMILES: [CH3:1][O:2][C:3]1[CH:4]=[C:5]2[C:10](=[CH:11][C:12]=1[O:13][CH3:14])[N:9]=[CH:8][CH:7]=[C:6]2[O:15][C:16]1[CH:21]=[CH:20][C:19]([NH2:22])=[CH:18][CH:17]=1.ClC(Cl)(O[C:27](=[O:33])OC(Cl)(Cl)Cl)Cl.[CH:35]([C:38]1[CH:44]=[CH:43][CH:42]=[C:41]([CH:45]([CH3:47])[CH3:46])[C:39]=1[NH2:40])([CH3:37])[CH3:36].C(=O)([O-])O.[Na+]>C1(C)C=CC=CC=1.C(N(CC)CC)C>[CH:45]([C:41]1[CH:42]=[CH:43][CH:44]=[C:38]([CH:35]([CH3:37])[CH3:36])[C:39]=1[NH:40][C:27]([NH:22][C:19]1[CH:18]=[CH:17][C:16]([O:15][C:6]2[C:5]3[C:10](=[CH:11][C:12]([O:13][CH3:14])=[C:3]([O:2][CH3:1])[CH:4]=3)[N:9]=[CH:8][CH:7]=2)=[CH:21][CH:20]=1)=[O:33])([CH3:47])[CH3:46] |f:3.4|. Procedure: 6,7-Dimethoxy-4-(4-aminophenoxy)quinoline (54 mg) was suspended in toluene (5 ml), after the addition of triethylamine (1 ml), triphosgene (53 mg) was added, and the admixture was refluxed with heat for 8 minutes. 2,6-Diisopropylaniline (0.05 ml) was added to the reaction mixture, and the admixture was refluxed with heat for 15 minutes. After the addition of aqueous sodium hydrogen carbonate, the reaction mixture was extracted 2 times with ethyl acetate, and the organic layer was then washed wit...